From a dataset of the Open Reaction Database (ORD), a public repository of structured organic reaction records. describe an organic reaction: reactants, conditions, products, and yield Reactants: BrCC1=NC(=NS1)C1=CC=C(C=C1)OC (5-bromomethyl-3-(4-methoxyphenyl)-[1,2,4]thiadiazole), FC1=C(C(=O)N)C(=CC=C1O)F (2,6-difluoro-3-hydroxybenzamide), C([O-])([O-])=O.[K+].[K+] (potassium carbonate). The solvent is CN(C)C=O (DMF). Reaction conditions: temperature 25 celsius, time 12 hour. Yields the product FC1=C(C(=O)N)C(=CC=C1OCC1=NC(=NS1)C1=CC=C(C=C1)OC)F (2,6-Difluoro-3-[3-(4-methoxyphenyl)-[1,2,4]thiadiazol-5-ylmethoxy]-benzamide). The yield is 19.4%. Reaction SMILES: Br[CH2:2][C:3]1[S:7][N:6]=[C:5]([C:8]2[CH:13]=[CH:12][C:11]([O:14][CH3:15])=[CH:10][CH:9]=2)[N:4]=1.[F:16][C:17]1[C:25]([OH:26])=[CH:24][CH:23]=[C:22]([F:27])[C:18]=1[C:19]([NH2:21])=[O:20].C(=O)([O-])[O-].[K+].[K+]>CN(C=O)C>[F:16][C:17]1[C:25]([O:26][CH2:2][C:3]2[S:7][N:6]=[C:5]([C:8]3[CH:13]=[CH:12][C:11]([O:14][CH3:15])=[CH:10][CH:9]=3)[N:4]=2)=[CH:24][CH:23]=[C:22]([F:27])[C:18]=1[C:19]([NH2:21])=[O:20] |f:2.3.4|. Reported procedure: To a solution of 5-bromomethyl-3-(4-methoxyphenyl)-[1,2,4]thiadiazole (0.048 g, 0.15 mmol) in DMF (2 ml) was added 2,6-difluoro-3-hydroxybenzamide (0.027 g, 0.15 mmol) and potassium carbonate (0.76 g, 0.55 mmol). The reaction mixture was stirred at 25° C. for 12 h under nitrogen atmosphere. After the completion of the reaction (TLC monitoring), the reaction mixture was evaporated to dryness under vacuum, added 30 ml water and extracted with ethyl acetate (3×20 ml). The combined organic layer was... Reactants: Fc1ccc(-c2cc(C(F)(F)F)nc(-c3cccc(Br)c3)n2)cc1F, CC(C)(C)NS(=O)(=O)c1ccc(B2OC(C)(C)C(C)(C)O2)s1. The product is CC(C)(C)NS(=O)(=O)c1ccc(-c2cccc(-c3nc(-c4ccc(F)c(F)c4)cc(C(F)(F)F)n3)c2)s1. Reaction SMILES: [Br:1][c:2]1[cH:3][c:4](-[c:8]2[n:9][c:10]([C:22]([F:23])([F:24])[F:25])[cH:11][c:12](-[c:14]3[cH:15][c:16]([F:21])[c:17]([F:20])[cH:18][cH:19]3)[n:13]2)[cH:5][cH:6][cH:7]1.[C:26]([CH3:27])([CH3:28])([CH3:29])[NH:30][S:31](=[O:32])(=[O:33])[c:34]1[s:35][c:36]([B:39]2[O:40][C:41]([CH3:42])([CH3:43])[C:44]([CH3:45])([CH3:46])[O:47]2)[cH:37][cH:38]1>>[c:2]1(-[c:36]2[s:35][c:34]([S:31]([NH:30][C:26]([CH3:27])([CH3:28])[CH3:29])(=[O:32])=[O:33])[cH:38][cH:37]2)[cH:3][c:4](-[c:8]2[n:9][c:10]([C:22]([F:23])([F:24])[F:25])[cH:11][c:12](-[c:14]3[cH:15][c:16]([F:21])[c:17]([F:20])[cH:18][cH:19]3)[n:13]2)[cH:5][cH:6][cH:7]1. The reactants are O=C([O-])[O-], CCOCCOc1c(C)cc(Oc2ccc3c(c2)C=C(C(=O)OC)CCS3(=O)=O)cc1C, C1CCOC1, CO, [K+], [K+]. Yields the product CCOCCOc1c(C)cc(Oc2ccc3c(c2)C=C(C(=O)O)CCS3(=O)=O)cc1C. RXN SMILES: [C:38](=[O:39])([O-:40])[O-:41].[CH2:1]([CH3:2])[O:3][CH2:4][CH2:5][O:6][c:7]1[c:8]([CH3:32])[cH:9][c:10]([O:11][c:12]2[cH:13][cH:14][c:15]3[c:16]([cH:28]2)[CH:17]=[C:18]([C:24](=[O:25])[O:26][CH3:27])[CH2:19][CH2:20][S:21]3(=[O:22])=[O:23])[cH:29][c:30]1[CH3:31].[CH2:33]1[O:34][CH2:35][CH2:36][CH2:37]1.[CH3:44][OH:45].[K+:42].[K+:43]>>[CH2:1]([CH3:2])[O:3][CH2:4][CH2:5][O:6][c:7]1[c:8]([CH3:32])[cH:9][c:10]([O:11][c:12]2[cH:13][cH:14][c:15]3[c:16]([cH:28]2)[CH:17]=[C:18]([C:24](=[O:25])[OH:26])[CH2:19][CH2:20][S:21]3(=[O:22])=[O:23])[cH:29][c:30]1[CH3:31].